From a dataset of the Open Reaction Database (ORD), a public repository of structured organic reaction records. describe an organic reaction: reactants, conditions, products, and yield Reactants: FC(CCCOC1=CC=C(C(=O)OC2=CC=C(C=C2)/C=C/C(=O)[O-])C=C1)(C(F)(F)F)F ((2E)3-{4-[(4-(4,4,5,5,5-pentafluoropentoxy)benzoyl)oxy]phenyl}acrylate), CCCCCC (hexane), FC(CCCOC1=CC=C(C(=O)OC2=CC=C(C=C2)/C=C/C(=O)OCCC2=C(C=C(C=C2)N)N)C=C1)(F)F (2-(2,4-Diaminophenyl)ethyl (2E)3-{4-[(4-(4,4,4-trifluorobutoxy)benzoyl)oxy]phenyl}acrylate), ferric chloride hexahydrate. The reagents and catalysts are [Zn] (Zinc). Run in CN(C=O)C (N,N-dimethylformamide), O (water). Yields the product FC(CCCOC1=CC=C(C(=O)OC2=CC=C(C=C2)/C=C/C(=O)OCCC2=C(C=C(C=C2)N)N)C=C1)(C(F)(F)F)F (2-(2,4-Diaminophenyl)ethyl (2E)3-{4-[(4-(4,4,5,5,5-pentafluoropentoxy)benzoyl)oxy]phenyl}acrylate). RXN SMILES: [F:1][C:2]([F:31])([C:27]([F:30])([F:29])[F:28])[CH2:3][CH2:4][CH2:5][O:6][C:7]1[CH:26]=[CH:25][C:10]([C:11]([O:13][C:14]2[CH:19]=[CH:18][C:17](/[CH:20]=[CH:21]/[C:22]([O-:24])=[O:23])=[CH:16][CH:15]=2)=[O:12])=[CH:9][CH:8]=1.CCCCCC.FC(F)(F)CCCOC1C=CC(C(OC2C=CC(/C=C/C(O[CH2:62][CH2:63][C:64]3[CH:69]=[CH:68][C:67]([NH2:70])=[CH:66][C:65]=3[NH2:71])=O)=CC=2)=O)=CC=1>CN(C)C=O.O.[Zn]>[F:1][C:2]([F:31])([C:27]([F:28])([F:29])[F:30])[CH2:3][CH2:4][CH2:5][O:6][C:7]1[CH:26]=[CH:25][C:10]([C:11]([O:13][C:14]2[CH:19]=[CH:18][C:17](/[CH:20]=[CH:21]/[C:22]([O:24][CH2:62][CH2:63][C:64]3[CH:69]=[CH:68][C:67]([NH2:70])=[CH:66][C:65]=3[NH2:71])=[O:23])=[CH:16][CH:15]=2)=[O:12])=[CH:9][CH:8]=1. Reported procedure: 5.35 g (8.38 mmol) of (2E)3-{4-[(4-(4,4,5,5,5-pentafluoropentoxy)benzoyl)oxy]phenyl}acrylate are dissolved in a mixture of 54 ml of N,N-dimethylformamide and 6 ml water. 13.9 g (51.4 mmol) ferric chloride hexahydrate are added. 5.60 g (85.7 mmol) Zinc powder are added portionwise within 60 min. The mixture is allowed to react for 2 hours. The reaction mixture is then partitioned between ethyl acetate and water and filtered. The organic phase is washed repeatedly with water, dried over sodium sul... Reactants: CCO, CCOC(=O)C=Cc1ccc(C(=C(CC)c2ccc(Cl)cc2Cl)c2ccc3[nH]ncc3c2)cc1, Cl, [Li+], [OH-], O. Yields the product CCC(=C(c1ccc(C=CC(=O)O)cc1)c1ccc2[nH]ncc2c1)c1ccc(Cl)cc1Cl. Reaction SMILES: [CH3:39][CH2:40][OH:41].[Cl:3][c:4]1[c:5]([C:11](=[C:12]([c:13]2[cH:14][c:15]3[cH:16][n:17][nH:18][c:19]3[cH:20][cH:21]2)[c:22]2[cH:23][cH:24][c:25]([CH:28]=[CH:29][C:30](=[O:31])[O:32][CH2:33][CH3:34])[cH:26][cH:27]2)[CH2:35][CH3:36])[cH:6][cH:7][c:8]([Cl:10])[cH:9]1.[ClH:37].[Li+:2].[OH-:1].[OH2:38]>>[Cl:3][c:4]1[c:5]([C:11](=[C:12]([c:13]2[cH:14][c:15]3[cH:16][n:17][nH:18][c:19]3[cH:20][cH:21]2)[c:22]2[cH:23][cH:24][c:25]([CH:28]=[CH:29][C:30](=[O:31])[OH:32])[cH:26][cH:27]2)[CH2:35][CH3:36])[cH:6][cH:7][c:8]([Cl:10])[cH:9]1.